Dataset: the Open Reaction Database (ORD), a public repository of structured organic reaction records. Task: describe an organic reaction: reactants, conditions, products, and yield Starting materials: CC1(C)C(C=C(Cl)C(F)(F)F)C1C(=O)Cl, OCc1c(F)c(F)nc(Cl)c1F. The product is CC1(C)C(C=C(Cl)C(F)(F)F)C1C(=O)OCc1c(F)c(F)nc(Cl)c1F. As a reaction SMILES: [Cl:13][C:14](=[CH:15][CH:16]1[C:17]([CH3:22])([CH3:23])[CH:18]1[C:19](=[O:20])[Cl:21])[C:24]([F:25])([F:26])[F:27].[Cl:1][c:2]1[n:3][c:4]([F:12])[c:5]([F:11])[c:6]([CH2:9][OH:10])[c:7]1[F:8]>>[Cl:1][c:2]1[n:3][c:4]([F:12])[c:5]([F:11])[c:6]([CH2:9][O:10][C:19]([CH:18]2[CH:16]([CH:15]=[C:14]([Cl:13])[C:24]([F:25])([F:26])[F:27])[C:17]2([CH3:22])[CH3:23])=[O:20])[c:7]1[F:8]. The reactants are BrC1=CC(=C(N)C=C1)Cl (4-bromo-2-chloroaniline), N1=CC(=CC=C1)B(O)O (pyridin-3-ylboronic acid). Product: ClC1=C(N)C=CC(=C1)C=1C=NC=CC1 (2-Chloro-4-(pyridin-3-yl)aniline). Isolated yield 94.0%. Reaction SMILES: Br[C:2]1[CH:8]=[CH:7][C:5]([NH2:6])=[C:4]([Cl:9])[CH:3]=1.[N:10]1[CH:15]=[CH:14][CH:13]=[C:12](B(O)O)[CH:11]=1>>[Cl:9][C:4]1[CH:3]=[C:2]([C:12]2[CH:11]=[N:10][CH:15]=[CH:14][CH:13]=2)[CH:8]=[CH:7][C:5]=1[NH2:6]. Procedure details: Prepared according to Method C (Preparation 85) using 4-bromo-2-chloroaniline and pyridin-3-ylboronic acid. Purified using Biotage silica gel column chromatography eluting with DCM/EtOH 99/1 to 97/3 and filtered on SCX-2 column to afford the title product as a yellow oil (93 mg, 94%). 1H NMR (500 MHz, CDCl3): δ 3.96 (br s, 2H), 6.87 (d, J=8.2 Hz, 1H), 7.32 (dd, J=8.2, 2.2 Hz, 1H), 7.35 (ddd, J=7.9, 4.8, 1.0 Hz, 1H), 7.51 (d, J=2.2 Hz, 1H), 7.80 (ddd, J=7.9, 2.3, 1.6 Hz, 1H), 8.54 (dd, J=4.8, 1.6...